This data is from the Open Reaction Database (ORD), a public repository of structured organic reaction records. The task is: describe an organic reaction: reactants, conditions, products, and yield Reactants: CN(C)C=O, ClCC=C(Cl)Cl, N#CC(C#N)Cc1ccc(Cl)cc1, [H-], [Na+]. Product: N#CC(C#N)(CC=C(Cl)Cl)Cc1ccc(Cl)cc1. As a reaction SMILES: [CH3:22][N:23]([CH3:24])[CH:25]=[O:26].[Cl:16][C:17](=[CH:18][CH2:19][Cl:20])[Cl:21].[Cl:1][c:2]1[cH:3][cH:4][c:5]([CH2:6][CH:7]([C:8]#[N:9])[C:10]#[N:11])[cH:12][cH:13]1.[H-:14].[Na+:15]>>[Cl:1][c:2]1[cH:3][cH:4][c:5]([CH2:6][C:7]([C:8]#[N:9])([C:10]#[N:11])[CH2:19][CH:18]=[C:17]([Cl:16])[Cl:21])[cH:12][cH:13]1.